The task is: describe an organic reaction: reactants, conditions, products, and yield. This data is from the Open Reaction Database (ORD), a public repository of structured organic reaction records. Starting materials: C1CCOC1, CCOC(C)=O, CN1C(=O)N(CC2=C(CC3CCCC3)C(=O)OC2)C(=O)C1(C)C. Reaction SMILES: [CH2:30]1[O:31][CH2:32][CH2:33][CH2:34]1.[CH3:1][CH2:2][O:3][C:4](=[O:5])[CH3:6].[CH:7]1([CH2:12][C:13]2=[C:14]([CH2:19][N:20]3[C:21](=[O:29])[N:22]([CH3:28])[C:23]([CH3:26])([CH3:27])[C:24]3=[O:25])[CH2:15][O:16][C:17]2=[O:18])[CH2:8][CH2:9][CH2:10][CH2:11]1>>[CH:7]1([CH2:12][CH:13]2[CH:14]([CH2:19][N:20]3[C:21](=[O:29])[N:22]([CH3:28])[C:23]([CH3:26])([CH3:27])[C:24]3=[O:25])[CH2:15][O:16][C:17]2=[O:18])[CH2:8][CH2:9][CH2:10][CH2:11]1. The product is CN1C(=O)N(CC2COC(=O)C2CC2CCCC2)C(=O)C1(C)C. Reactants: CC(C)=O, COc1ccc(F)cc1C(C)(C)CC(O)(CS(=O)c1ccc(C)cc1)C(F)(F)F, O=C(OC(=O)C(F)(F)F)C(F)(F)F, [I-], [Na+]. The product is COc1ccc(F)cc1C(C)(C)CC(O)(CSc1ccc(C)cc1)C(F)(F)F. Reaction SMILES: [CH3:45][C:46](=[O:47])[CH3:48].[F:1][C:2]([C:3]([CH2:4][C:5]([CH3:6])([CH3:7])[c:8]1[c:9]([O:15][CH3:16])[cH:10][cH:11][c:12]([F:14])[cH:13]1)([OH:17])[CH2:18][S:19](=[O:20])[c:21]1[cH:22][cH:23][c:24]([CH3:27])[cH:25][cH:26]1)([F:28])[F:29].[F:32][C:33]([F:34])([F:35])[C:36]([O:37][C:38](=[O:39])[C:40]([F:41])([F:42])[F:43])=[O:44].[I-:31].[Na+:30]>>[F:1][C:2]([C:3]([CH2:4][C:5]([CH3:6])([CH3:7])[c:8]1[c:9]([O:15][CH3:16])[cH:10][cH:11][c:12]([F:14])[cH:13]1)([OH:17])[CH2:18][S:19][c:21]1[cH:22][cH:23][c:24]([CH3:27])[cH:25][cH:26]1)([F:28])[F:29]. The reactants are FCC=1C=C(C=C(C1)CF)O (3,5-bis-fluoromethyl-phenol), [OH-].[Na+] (sodium hydroxide), FC(C(=C(F)F)F)(F)F (hexafluoropropene). Solvent: CC(=O)C (acetone), O (water). Product: FC(C(C(F)(F)F)F)(F)OC1=CC(=CC(=C1)CF)CF (3,5-bis-fluoromethyl-phenyl 1,1,2,3,3,3-hexafluoropropyl ether). As a reaction SMILES: [F:1][CH2:2][C:3]1[CH:4]=[C:5]([OH:11])[CH:6]=[C:7]([CH2:9][F:10])[CH:8]=1.[OH-].[Na+].[F:14][C:15]([F:22])([F:21])[C:16]([F:20])=[C:17]([F:19])[F:18]>CC(C)=O.O>[F:18][C:17]([O:11][C:5]1[CH:4]=[C:3]([CH2:2][F:1])[CH:8]=[C:7]([CH2:9][F:10])[CH:6]=1)([F:19])[CH:16]([F:20])[C:15]([F:22])([F:21])[F:14] |f:1.2|. Procedure details: 490 g of 3,5-bis-fluoromethyl-phenol were placed in 1000 ml of acetone together with 50 g of 50% by weight aqueous sodium hydroxide solution, and hexafluoropropene was introduced at 25° C. up to the saturation point. The batch was then diluted with 11 of water and the organic phase was separated off, dried and distilled to give 673 g of 3,5-bis-fluoromethyl-phenyl 1,1,2,3,3,3-hexafluoropropyl ether with a boiling point of 65° to 70° C. at 22 mbar and a refractive index nD2 of 1.3560. The reactants are CC1(CC(C2=CC=CC=C12)CO)C (1,1-dimethyl-3-hydroxymethylindane), CC=1C(=NC=CC1)C (dimethylpyridine), C(C)(=O)O (acetic acid). The solvent is C1(=CC=CC=C1)C (toluene). Run at temperature 30 celsius, time 5 hour. Product: CC1(CC(C2=CC=CC=C12)COC(C)=O)C ((1,1-dimethylindane-3-yl)methylacetate). Yield: 75.7%. RXN SMILES: [CH3:1][C:2]1([CH3:13])[C:10]2[C:5](=[CH:6][CH:7]=[CH:8][CH:9]=2)[CH:4]([CH2:11][OH:12])[CH2:3]1.CC1C(C)=NC=CC=1.[C:22](O)(=[O:24])[CH3:23]>C1(C)C=CC=CC=1>[CH3:1][C:2]1([CH3:13])[C:10]2[C:5](=[CH:6][CH:7]=[CH:8][CH:9]=2)[CH:4]([CH2:11][O:12][C:22](=[O:24])[CH3:23])[CH2:3]1. Procedure details: To a mixture of 12.3 g (70 mmol) of 1,1-dimethyl-3hydroxymethylindane (IX), 12.8 g of dimethylpyridine, and 20 ml of toluene, 8.6 g (84 mmol) of acetic acid was added dropwise over 10 minutes at room temperature. After the addition, the mixture was stirred for 5 hours at 30° C. to complete the reaction. After extraction with ether and removal of dimethylpyridine with 10% sulfuric acid, the residue was dried over anhydrous magnesium sulfate. The solvent was removed from the organic layer and the ... Starting materials: CCCCC, CN(C)C=O, CS(C)=O, C[S+](C)C, [H-], [I-], [Na+], C1CCOC1, O=C1CCCc2ncncc21. The product is c1ncc2c(n1)CCCC21CO1. RXN SMILES: [CH3:23][CH2:24][CH2:25][CH2:26][CH3:27].[CH3:33][N:34]([CH3:35])[CH:36]=[O:37].[CH3:3][S:4](=[O:5])[CH3:6].[CH3:8][S+:9]([CH3:10])[CH3:11].[H-:1].[I-:7].[Na+:2].[O:28]1[CH2:29][CH2:30][CH2:31][CH2:32]1.[n:12]1[cH:13][n:14][cH:15][c:16]2[c:21]1[CH2:20][CH2:19][CH2:18][C:17]2=[O:22]>>[CH2:8]1[C:17]2([c:16]3[cH:15][n:14][cH:13][n:12][c:21]3[CH2:20][CH2:19][CH2:18]2)[O:22]1.